Task: describe an organic reaction: reactants, conditions, products, and yield. Dataset: the Open Reaction Database (ORD), a public repository of structured organic reaction records Reactants: COc1cccc(Oc2c(NS(=O)(=O)c3ccc(C(C)(C)C)cc3)ncnc2OCCOc2ccnc(SC)n2)c1, CCO. Yields the product COc1cccc(Oc2c(NS(=O)(=O)c3ccc(C(C)(C)C)cc3)ncnc2OCCOc2ccncn2)c1. RXN SMILES: [C:1]([CH3:2])([CH3:3])([CH3:4])[c:5]1[cH:6][cH:7][c:8]([S:11](=[O:12])(=[O:13])[NH:14][c:15]2[n:16][cH:17][n:18][c:19]([O:30][CH2:31][CH2:32][O:33][c:34]3[n:35][c:36]([S:40][CH3:41])[n:37][cH:38][cH:39]3)[c:20]2[O:21][c:22]2[cH:23][c:24]([O:28][CH3:29])[cH:25][cH:26][cH:27]2)[cH:9][cH:10]1.[CH3:42][CH2:43][OH:44]>>[C:1]([CH3:2])([CH3:3])([CH3:4])[c:5]1[cH:6][cH:7][c:8]([S:11](=[O:12])(=[O:13])[NH:14][c:15]2[n:16][cH:17][n:18][c:19]([O:30][CH2:31][CH2:32][O:33][c:34]3[n:35][cH:36][n:37][cH:38][cH:39]3)[c:20]2[O:21][c:22]2[cH:23][c:24]([O:28][CH3:29])[cH:25][cH:26][cH:27]2)[cH:9][cH:10]1. Starting materials: COc1cc(-n2ccc(OCc3ccccc3)cc2=O)ccc1OCC(C)(C)O, CO. The product is COc1cc(-n2ccc(O)cc2=O)ccc1OCC(C)(C)O. RXN SMILES: [CH2:1]([c:2]1[cH:3][cH:4][cH:5][cH:6][cH:7]1)[O:8][c:9]1[cH:10][c:11](=[O:29])[n:12](-[c:15]2[cH:16][c:17]([O:27][CH3:28])[c:18]([O:21][CH2:22][C:23]([CH3:24])([CH3:25])[OH:26])[cH:19][cH:20]2)[cH:13][cH:14]1.[CH3:30][OH:31]>>[OH:8][c:9]1[cH:10][c:11](=[O:29])[n:12](-[c:15]2[cH:16][c:17]([O:27][CH3:28])[c:18]([O:21][CH2:22][C:23]([CH3:24])([CH3:25])[OH:26])[cH:19][cH:20]2)[cH:13][cH:14]1. The reactants are COC(=O)CC(=O)C(C)OC(=O)c1ccc(-c2ccccc2)cc1, CC(=O)[O-], CCO, [NH4+]. Yields the product COC(=O)C=C(N)C(C)OC(=O)c1ccc(-c2ccccc2)cc1. RXN SMILES: [CH3:1][O:2][C:3](=[O:4])[CH2:5][C:6]([CH:7]([CH3:8])[O:9][C:10](=[O:11])[c:12]1[cH:13][cH:14][c:15](-[c:18]2[cH:19][cH:20][cH:21][cH:22][cH:23]2)[cH:16][cH:17]1)=[O:24].[CH3:26][C:27](=[O:28])[O-:29].[CH3:30][CH2:31][OH:32].[NH4+:25]>>[CH3:1][O:2][C:3](=[O:4])[CH:5]=[C:6]([CH:7]([CH3:8])[O:9][C:10](=[O:11])[c:12]1[cH:13][cH:14][c:15](-[c:18]2[cH:19][cH:20][cH:21][cH:22][cH:23]2)[cH:16][cH:17]1)[NH2:25]. The reactants are COC=1C=C(C(=O)N(C2=CC=CC=C2)CCC\C=C\C=O)C=CC1OC (3,4-dimethoxy-N-[(E)-6-oxohex-4-enyl]-N-phenyl-benzamide), C(C1=CC=CC=C1)NC=CC(C)=O (4-(benzylamino)but-3-en-2-one). Yields the product C(C)(=O)C1=CN(C=CC1CCCN(C(C1=CC(=C(C=C1)OC)OC)=O)C1=CC=CC=C1)CC1=CC=CC=C1 (N-[3-(3-acetyl-1-benzyl-4H-pyridin-4-yl)propyl]-3,4-dimethoxy-N-phenyl-benzamide). Reaction SMILES: [CH3:1][O:2][C:3]1[CH:4]=[C:5]([CH:22]=[CH:23][C:24]=1[O:25][CH3:26])[C:6]([N:8]([CH2:15][CH2:16][CH2:17]/[CH:18]=[CH:19]/[CH:20]=O)[C:9]1[CH:14]=[CH:13][CH:12]=[CH:11][CH:10]=1)=[O:7].[CH2:27]([NH:34][CH:35]=[CH:36][C:37](=[O:39])[CH3:38])[C:28]1[CH:33]=[CH:32][CH:31]=[CH:30][CH:29]=1>>[C:37]([C:36]1[CH:18]([CH2:17][CH2:16][CH2:15][N:8]([C:9]2[CH:10]=[CH:11][CH:12]=[CH:13][CH:14]=2)[C:6](=[O:7])[C:5]2[CH:22]=[CH:23][C:24]([O:25][CH3:26])=[C:3]([O:2][CH3:1])[CH:4]=2)[CH:19]=[CH:20][N:34]([CH2:27][C:28]2[CH:33]=[CH:32][CH:31]=[CH:30][CH:29]=2)[CH:35]=1)(=[O:39])[CH3:38]. Procedure: The title compound 36 is prepared according to the procedure reported in step D of Example 8 with aldehyde 38 (706 mg, 2 mmol) and enamine 30 (350 mg, 2 mmol) as reactants. (Yield 360 mg, 35%). Starting materials: C([O-])([O-])=O.[K+].[K+] (potassium carbonate), BrCCCBr (1,3-dibromopropane), OC1=C(C=2CCCCC2C=C1)[N+](=O)[O-] (2-hydroxy-5,6,7,8-tetrahydro-1-nitronaphthalene). Run in CN(C=O)C (N,N-dimethylformamide). Reaction conditions: temperature 70 celsius, time 4 hour. Product: [N+](=O)([O-])C1=C(C=CC=2CCCCC12)OCCCBr (5,6,7,8-tetrahydro-1-nitro-2-(3-bromopropoxy)naphthalene). The yield is 67.9%. RXN SMILES: C(=O)([O-])[O-].[K+].[K+].[Br:7][CH2:8][CH2:9][CH2:10]Br.[OH:12][C:13]1[CH:22]=[CH:21][C:20]2[CH2:19][CH2:18][CH2:17][CH2:16][C:15]=2[C:14]=1[N+:23]([O-:25])=[O:24]>CN(C)C=O>[N+:23]([C:14]1[C:15]2[CH2:16][CH2:17][CH2:18][CH2:19][C:20]=2[CH:21]=[CH:22][C:13]=1[O:12][CH2:10][CH2:9][CH2:8][Br:7])([O-:25])=[O:24] |f:0.1.2|. Procedure: N,N-dimethylformamide (180 ml), potassium carbonate (37.8 g, 0.273 mol), and 1,3-dibromopropane (93 ml, 0.916 mol) were added to 2-hydroxy-5,6,7,8-tetrahydro-1-nitronaphthalene (17.6 g, 0.091 mol) and the mixture was stirred at 70° C. for 4 hours. The precipitated salts were removed by filtration, and then the solvent was evaporated and the residue was extracted with ethyl acetate. The extract was washed with saturated brine and dried over anhydrous magnesium sulfate, and then the solvent was ev...